This data is from the Open Reaction Database (ORD), a public repository of structured organic reaction records. The task is: describe an organic reaction: reactants, conditions, products, and yield The product is C(C1=CC=CC=C1)N1C2=CC=C(C=C2C=2C(=CC=CC12)OCCNC)C (N-{2-[(9-Benzyl-6-methyl-9H-carbazol-4-yl)oxy]ethyl}-N-methylamine). Run at time 8 hour. Reaction SMILES: B.CSC.[CH2:5]([N:12]1[C:24]2[CH:23]=[CH:22][CH:21]=[C:20]([O:25][CH2:26][CH2:27][NH:28][CH:29]=O)[C:19]=2[C:18]2[C:13]1=[CH:14][CH:15]=[C:16]([CH3:31])[CH:17]=2)[C:6]1[CH:11]=[CH:10][CH:9]=[CH:8][CH:7]=1>C1COCC1>[CH2:5]([N:12]1[C:24]2[CH:23]=[CH:22][CH:21]=[C:20]([O:25][CH2:26][CH2:27][NH:28][CH3:29])[C:19]=2[C:18]2[C:13]1=[CH:14][CH:15]=[C:16]([CH3:31])[CH:17]=2)[C:6]1[CH:7]=[CH:8][CH:9]=[CH:10][CH:11]=1 |f:0.1|. The solvent is C1CCOC1 (THF). The reactants are B.CSC (Borane methyl sulfide), C(C1=CC=CC=C1)N1C2=CC=C(C=C2C=2C(=CC=CC12)OCCNC=O)C (2-[(9-benzyl-6-methyl-9H-carbazol-4-yl)oxy]ethylformamide). Procedure details: Borane-methyl sulfide (0.12 mL, 0.0013 mol) is added to a mixture of 2-[(9-benzyl-6-methyl-9H-carbazol-4-yl)oxy]ethylformamide (0.1565 g, 0.0013 mol) in dry THF (3 mL) and the mixture is stirred overnight at room temperature. The excess borane is cautiously quenched with methanol and the mixture is concentrated under reduced pressure. Methanol and dichloromethane are added to the residue and the solution is again concentrated under reduced pressure (repeated twice). The solids are then dissolved... Isolated yield 29.0%.